This data is from the Open Reaction Database (ORD), a public repository of structured organic reaction records. The task is: describe an organic reaction: reactants, conditions, products, and yield Starting materials: C(C)OC(C(CC(C)(C)C1=CC=C(C=C1)Br)(C(F)(F)F)O)=O (4-(4-bromophenyl)-2-hydroxy-4-methyl-2-trifluoromethyl-valeric acid ethyl ester), C(CCC)C(=C(CCCC)CCCC)[Sn] (tributylvinyltin), C1(=C(C=CC=C1)P(C1=C(C=CC=C1)C)C1=C(C=CC=C1)C)C (tri-o-tolylphosphine), bis-tri-o-tolylphosphine palladium(II) chloride. The solvent is CN(C=O)C (dimethylformamide). The product is C(C)OC(C(CC(C)(C1=CC=C(C=C1)C=C)C)(C(F)(F)F)O)=O (2-hydroxy-4-methyl-2-trifluoromethyl-4-(4-vinylphenyl)-valeric acid ethyl ester), OC(C(=O)O)(CC(C)(C1=CC=C(C=C1)C=C)C)C(F)(F)F (2-Hydroxy-4-methyl-2-trifluoromethyl-4-(4-vinylphenyl)-valeric acid). Reaction SMILES: [CH2:1]([O:3][C:4](=[O:22])[C:5]([OH:21])([C:17]([F:20])([F:19])[F:18])[CH2:6][C:7]([C:10]1[CH:15]=[CH:14][C:13](Br)=[CH:12][CH:11]=1)([CH3:9])[CH3:8])[CH3:2].[CH2:23](C([Sn])=C(CCCC)CCCC)[CH2:24]CC.[C:38]1(C)C=CC=C[C:39]=1P(C1C=CC=CC=1C)C1C=CC=CC=1C>CN(C)C=O>[CH2:1]([O:3][C:4](=[O:22])[C:5]([OH:21])([C:17]([F:20])([F:19])[F:18])[CH2:6][C:7]([CH3:9])([C:10]1[CH:15]=[CH:14][C:13]([CH:23]=[CH2:24])=[CH:12][CH:11]=1)[CH3:8])[CH3:2].[OH:21][C:5]([C:17]([F:19])([F:18])[F:20])([CH2:6][C:7]([CH3:8])([C:10]1[CH:11]=[CH:12][C:13]([CH:38]=[CH2:39])=[CH:14][CH:15]=1)[CH3:9])[C:4]([OH:3])=[O:22] |^1:24|. Procedure: By heating 4-(4-bromophenyl)-2-hydroxy-4-methyl-2-trifluoromethyl-valeric acid ethyl ester, tributylvinyltin, tri-o-tolylphosphine and bis-tri-o-tolylphosphine-palladium(II) chloride in dimethylformamide to 120° C., 2-hydroxy-4-methyl-2-trifluoromethyl-4-(4-vinylphenyl)-valeric acid ethyl ester, which provides the title compound, melting point 73-74° C., by alkaline saponification, is obtained.